From a dataset of the Open Reaction Database (ORD), a public repository of structured organic reaction records. describe an organic reaction: reactants, conditions, products, and yield Reactants: solution, C(C)(C)(C)C1=CC=C(C=C1)C1N(C(C2=CC(=CC=C2C1C(=O)O)C(C)C)=O)C (3-(4-tert-butylphenyl)-7-isopropyl-2-methyl-1-oxo-1,2,3,4-tetrahydroisoquinoline- 4-carboxylic acid), C([O-])([O-])=O.[Na+].[Na+] (sodium carbonate). Run in CS(=O)C (dimethylsulfoxide). Conditions: temperature 150 celsius. Yields the product C(C)(C)(C)C1=CC=C(C=C1)C1N(C(C2=CC(=CC=C2C1)C(C)C)=O)C (3-(4-tertbutylphenyl)-7-isopropyl-2-methyl-l,2,3,4-tetrahydroisoquinoline-1-one). The yield is 88.0%. Reaction SMILES: [C:1]([C:5]1[CH:10]=[CH:9][C:8]([CH:11]2[CH:20](C(O)=O)[C:19]3[C:14](=[CH:15][C:16]([CH:24]([CH3:26])[CH3:25])=[CH:17][CH:18]=3)[C:13](=[O:27])[N:12]2[CH3:28])=[CH:7][CH:6]=1)([CH3:4])([CH3:3])[CH3:2].C(=O)([O-])[O-].[Na+].[Na+]>CS(C)=O>[C:1]([C:5]1[CH:6]=[CH:7][C:8]([CH:11]2[CH2:20][C:19]3[C:14](=[CH:15][C:16]([CH:24]([CH3:25])[CH3:26])=[CH:17][CH:18]=3)[C:13](=[O:27])[N:12]2[CH3:28])=[CH:9][CH:10]=1)([CH3:3])([CH3:2])[CH3:4] |f:1.2.3|. Reported procedure: To 20 ml of a solution containing 2.70 g of 3-(4-tert-butylphenyl)-7-isopropyl-2-methyl-1-oxo-1,2,3,4-tetrahydroisoquinoline- 4-carboxylic acid (mixture of diastereomers) in dimethylsulfoxide, 1.10 g of sodium carbonate was added and the resulting mixture was heated at 150° C. for 12 hours. After the reaction, the solvent was evaporated under reduced pressure and 200 ml of water was added thereto. The resultant was extracted with ethyl acetate (50 ml×3) The organiclayers were combined and washed... Starting materials: C1CCOC1, CCOc1ccc(-c2c(Cl)ncn2-c2ccc(S(N)(=O)=O)cc2)cc1, [Na], CCOP(=O)(Cl)OCC. The product is CCOc1ccc(-c2c(Cl)ncn2-c2ccc(S(=O)(=O)NP(=O)(OCC)OCC)cc2)cc1. RXN SMILES: [CH2:36]1[O:37][CH2:38][CH2:39][CH2:40]1.[Cl:2][c:3]1[n:4][cH:5][n:6](-[c:17]2[cH:18][cH:19][c:20]([S:23](=[O:24])(=[O:25])[NH2:26])[cH:21][cH:22]2)[c:7]1-[c:8]1[cH:9][cH:10][c:11]([O:14][CH2:15][CH3:16])[cH:12][cH:13]1.[Na:1].[P:27](=[O:28])([O:29][CH2:30][CH3:31])([O:32][CH2:33][CH3:34])[Cl:35]>>[Cl:2][c:3]1[n:4][cH:5][n:6](-[c:17]2[cH:18][cH:19][c:20]([S:23](=[O:24])(=[O:25])[NH:26][P:27](=[O:28])([O:29][CH2:30][CH3:31])[O:32][CH2:33][CH3:34])[cH:21][cH:22]2)[c:7]1-[c:8]1[cH:9][cH:10][c:11]([O:14][CH2:15][CH3:16])[cH:12][cH:13]1. Starting materials: NC1=CC2=C(OCC[C@H]3S(C4(C(=N[C@@]32C)NC(OC(C)(C)C)=O)CCC4)(=O)=O)N=C1 (tert-butyl ((4a′R,11b′R)-10′-amino-11b′-methyl-4′,4′-dioxido-4a′,5′,6′,11b′-tetrahydrospiro[cyclobutane-1,3′-pyrido[3′,2′:6,7]oxepino[4,5-b][1,4]thiazin]-2′-yl)carbamate), C(#N)C=1C=CC(=NC1)C(=O)O (5-cyano-2-pyridinecarboxylic acid), O.[Cl-].C[NH+]1CCOCC1 (4-methylmorpholinium chloride hydrate). Solvent: C1CCOC1.CO (THF MeOH). Conditions: time 1.5 hour. The product is C(#N)C=1C=CC(=NC1)C(=O)NC1=CC2=C(OCC[C@H]3S(C4(C(=N[C@@]32C)NC(OC(C)(C)C)=O)CCC4)(=O)=O)N=C1 (tert-butyl ((4a′R,11b′R)-10′-(5-cyanopicolinamido)-11b′-methyl-4′,4′-dioxido-4a′,5′,6′,11b′-tetrahydrospiro[cyclobutane-1,3′-pyrido[3′,2′:6,7]oxepino[4,5-b][1,4]thiazin]-2′-yl)carbamate). RXN SMILES: [NH2:1][C:2]1[CH:30]=[N:29][C:5]2[O:6][CH2:7][CH2:8][C@@H:9]3[C@@:14]([CH3:15])([C:4]=2[CH:3]=1)[N:13]=[C:12]([NH:16][C:17](=[O:23])[O:18][C:19]([CH3:22])([CH3:21])[CH3:20])[C:11]1([CH2:26][CH2:25][CH2:24]1)[S:10]3(=[O:28])=[O:27].[C:31]([C:33]1[CH:34]=[CH:35][C:36]([C:39](O)=[O:40])=[N:37][CH:38]=1)#[N:32].O.[Cl-].C[NH+]1CCOCC1>C1COCC1.CO>[C:31]([C:33]1[CH:34]=[CH:35][C:36]([C:39]([NH:1][C:2]2[CH:30]=[N:29][C:5]3[O:6][CH2:7][CH2:8][C@@H:9]4[C@@:14]([CH3:15])([C:4]=3[CH:3]=2)[N:13]=[C:12]([NH:16][C:17](=[O:23])[O:18][C:19]([CH3:22])([CH3:20])[CH3:21])[C:11]2([CH2:26][CH2:25][CH2:24]2)[S:10]4(=[O:27])=[O:28])=[O:40])=[N:37][CH:38]=1)#[N:32] |f:2.3.4,5.6|. Reported procedure: To a solution of tert-butyl ((4a′R,11b′R)-10′-amino-11b′-methyl-4′,4′-dioxido-4a′,5′,6′,11b′-tetrahydrospiro[cyclobutane-1,3′-pyrido[3′,2′:6,7]oxepino[4,5-b][1,4]thiazin]-2′-yl)carbamate (0.086 g, 0.197 mmol) in THF/MeOH (3/0.9 mL) was added 5-cyano-2-pyridinecarboxylic acid (0.035 g, 0.236 mmol) and 4-(4,)dimethoxy[1.3.5]triazin-2-yl)-4-methylmorpholinium chloride hydrate, 99+% (0.070 g, 0.236 mmol) and the resulting mixture was stirred at rt for 1.5 h. The reaction was quenched with sat. NaHCO... Reactants: C(C)(=O)O[C@H]1[C@@H](O[C@@H]([C@H]1OC(C)=O)COC(C)=O)N1C(=O)NC(=O)C=C1 (2′,3′,5′-tri-O-acetyluridine), OO (hydrogen peroxide), S(O)(O)(=O)=O (sulfuric acid), FC(F)(F)I (trifluoromethyl iodide). The reagents and catalysts are [CH-]1C=CC=C1.[CH-]1C=CC=C1.[Fe+2] (ferrocene). The solvent is CS(=O)C (dimethyl sulfoxide), CS(=O)C (dimethyl sulfoxide), CS(=O)C (dimethyl sulfoxide). Conditions: temperature 65 celsius, time 20 minute. Yields the product FC(C=1C(NC(N([C@H]2[C@H](OC(C)=O)[C@H](OC(C)=O)[C@@H](COC(C)=O)O2)C1)=O)=O)(F)F (5-trifluoromethyl-2′,3′,5′-tri-O-acetyluridine). Isolated yield 45.0%. As a reaction SMILES: [C:1]([O:4][C@@H:5]1[C@H:9]([O:10][C:11](=[O:13])[CH3:12])[C@@H:8]([CH2:14][O:15][C:16](=[O:18])[CH3:17])[O:7][C@H:6]1[N:19]1[CH:26]=[CH:25][C:23](=[O:24])[NH:22][C:20]1=[O:21])(=[O:3])[CH3:2].S(=O)(=O)(O)O.[F:32][C:33](I)([F:35])[F:34].OO>[CH-]1C=CC=C1.[CH-]1C=CC=C1.[Fe+2].CS(C)=O>[F:32][C:33]([F:35])([F:34])[C:25]1[C:23](=[O:24])[NH:22][C:20](=[O:21])[N:19]([CH:26]=1)[C@@H:6]1[O:7][C@H:8]([CH2:14][O:15][C:16](=[O:18])[CH3:17])[C@@H:9]([O:10][C:11](=[O:13])[CH3:12])[C@H:5]1[O:4][C:1](=[O:3])[CH3:2] |f:4.5.6|. Procedure: 0.37 g (1.0 mmol) of 2′,3′,5′-tri-O-acetyluridine and 0.058 g (0.3 mmol) of ferrocene were weighed and placed in a 50 ml two-neck flask equipped with a magnetic rotor and the atmosphere in the flask was replaced with argon. The following materials were added thereinto: 1.8 ml of dimethyl sulfoxide, 2.0 ml of a 1N dimethyl sulfoxide solution of sulfuric acid, 1.0 ml of a 2.1 mol/l dimethyl sulfoxide solution of trifluoromethyl iodide and 0.2 ml of a 30% hydrogen peroxide aqueous solution. The mix... Starting materials: C(C)(=O)N1CCC2=C(CC1)C=C(C(=C2S(=O)(=O)C)OC)Br (3-acetyl-8-bromo-7-methoxy-6-methylsulfonyl-2,3,4,5-tetrahydro-1H-3-benzazepine), [H][H] (hydrogen). Reagents/catalysts: [Pd] (palladium-on-carbon). Run in CO (methanol). Yields the product C(C)(=O)N1CCC2=C(CC1)C=CC(=C2S(=O)(=O)C)OC (3-acetyl-7-methoxy-6-methylsulfonyl-2,3,4,5-tetrahydro-1H-3-benzazepine). As a reaction SMILES: [C:1]([N:4]1[CH2:10][CH2:9][C:8]2[CH:11]=[C:12](Br)[C:13]([O:19][CH3:20])=[C:14]([S:15]([CH3:18])(=[O:17])=[O:16])[C:7]=2[CH2:6][CH2:5]1)(=[O:3])[CH3:2].[H][H]>CO.[Pd]>[C:1]([N:4]1[CH2:10][CH2:9][C:8]2[CH:11]=[CH:12][C:13]([O:19][CH3:20])=[C:14]([S:15]([CH3:18])(=[O:16])=[O:17])[C:7]=2[CH2:6][CH2:5]1)(=[O:3])[CH3:2]. Procedure details: A mixture of 3-acetyl-8-bromo-7-methoxy-6-methylsulfonyl-2,3,4,5-tetrahydro-1H-3-benzazepine (3.7 g, 0.01 m) and 10% palladium-on-carbon (0.37 g) in methanol (50 ml) is stirred in an atmosphere of hydrogen (60 psi) until uptake is complete. The mixture is degassed, filtered and concentrated in vacuo to give 3-acetyl-7-methoxy-6-methylsulfonyl-2,3,4,5-tetrahydro-1H-3-benzazepine. Starting materials: ClC1=C(C=C(C(=C1)F)[N+](=O)[O-])OC(OC1=C(C=C(C(=C1)[N+](=O)[O-])F)Cl)=O (Bis(2-chloro-4-fluoro-5-nitrophenyl)carbonate), [H][H] (hydrogen), [H][H] (hydrogen), [H][H] (hydrogen). Reagents/catalysts: [Pd] (Pd/C). Run in C1(=CC=CC=C1)C (toluene). The product is ClC1=C(C=C(C(=C1)F)N)OC(OC1=C(C=C(C(=C1)N)F)Cl)=O (bis(2-chloro-4-fluoro-5-aminophenyl)carbonate). Isolated yield 71.9%. Reaction SMILES: [Cl:1][C:2]1[CH:7]=[C:6]([F:8])[C:5]([N+:9]([O-])=O)=[CH:4][C:3]=1[O:12][C:13](=[O:26])[O:14][C:15]1[CH:20]=[C:19]([N+:21]([O-])=O)[C:18]([F:24])=[CH:17][C:16]=1[Cl:25].[H][H]>C1(C)C=CC=CC=1.[Pd]>[Cl:1][C:2]1[CH:7]=[C:6]([F:8])[C:5]([NH2:9])=[CH:4][C:3]=1[O:12][C:13](=[O:26])[O:14][C:15]1[CH:20]=[C:19]([NH2:21])[C:18]([F:24])=[CH:17][C:16]=1[Cl:25]. Procedure details: Bis(2-chloro-4-fluoro-5-nitrophenyl)carbonate (233 g, 0.57 mol), toluene (2300 ml) as a solvent, and 5% Pd/C (17.4 g) as a catalyst were put in a 5-liter round-bottom flask as equipped with a stirrer, and hydrogen gas was introduced thereinto with vigorously stirring. With progress of the reaction, the reaction system became exothermic. By introduction of hydrogen gas into the reaction system at such a rate that no hydrogen gas leaked out from the system, the reaction temperature was maintained ...